This data is from the Open Reaction Database (ORD), a public repository of structured organic reaction records. The task is: describe an organic reaction: reactants, conditions, products, and yield Starting materials: CC(C)(C)CC(=O)Cl, ClCCl, c1cc(-c2noc(C3CCNCC3)n2)ccn1, c1ccncc1. The product is CC(C)(C)CC(=O)N1CCC(c2nc(-c3ccncc3)no2)CC1. Reaction SMILES: [CH3:24][C:25]([CH2:26][C:27](=[O:28])[Cl:29])([CH3:30])[CH3:31].[Cl:32][CH2:33][Cl:34].[NH:7]1[CH2:8][CH2:9][CH:10]([c:13]2[n:14][c:15](-[c:18]3[cH:19][cH:20][n:21][cH:22][cH:23]3)[n:16][o:17]2)[CH2:11][CH2:12]1.[cH:1]1[cH:2][cH:3][n:4][cH:5][cH:6]1>>[N:7]1([C:27]([CH2:26][C:25]([CH3:24])([CH3:30])[CH3:31])=[O:28])[CH2:8][CH2:9][CH:10]([c:13]2[n:14][c:15](-[c:18]3[cH:19][cH:20][n:21][cH:22][cH:23]3)[n:16][o:17]2)[CH2:11][CH2:12]1.